This data is from the Open Reaction Database (ORD), a public repository of structured organic reaction records. The task is: describe an organic reaction: reactants, conditions, products, and yield The reactants are CC(=O)O[BH-](OC(C)=O)OC(C)=O, CN1CCC2(CC1)CNC2, O=Cc1cc2nc(Cl)nc(N3CCOCC3)c2s1, [Na+], O. The product is CN1CCC2(CC1)CN(Cc1cc3nc(Cl)nc(N4CCOCC4)c3s1)C2. RXN SMILES: [C:29]([O:30][BH-:31]([O:32][C:33](=[O:34])[CH3:35])[O:36][C:37](=[O:38])[CH3:39])(=[O:40])[CH3:41].[CH3:19][N:20]1[CH2:21][CH2:22][C:23]2([CH2:24][NH:25][CH2:26]2)[CH2:27][CH2:28]1.[Cl:1][c:2]1[n:3][c:4]([N:13]2[CH2:14][CH2:15][O:16][CH2:17][CH2:18]2)[c:5]2[c:6]([n:7]1)[cH:8][c:9]([CH:11]=[O:12])[s:10]2.[Na+:42].[OH2:43]>>[Cl:1][c:2]1[n:3][c:4]([N:13]2[CH2:14][CH2:15][O:16][CH2:17][CH2:18]2)[c:5]2[c:6]([n:7]1)[cH:8][c:9]([CH2:11][N:25]1[CH2:24][C:23]3([CH2:22][CH2:21][N:20]([CH3:19])[CH2:28][CH2:27]3)[CH2:26]1)[s:10]2. The solvent is CCCCCC (hexane), C1CCOC1 (THF), C1(=CC=CC=C1)C (toluene). The product is C1(CC1)C1=CC=C(C=C1)B(O)O (4-Cyclopropyl-phenylboronic acid). Reactants: BrC1=CC=C(C=C1)C1CC1 (1-bromo-4-cyclopropyl-benzene), Cl (hydrochloric acid), resultant solution, B(OC(C)C)(OC(C)C)OC(C)C (triisopropyl borate). Procedure: 2.5 M nButyllithium in hexane (14.5 mL) is added dropwise to 1-bromo-4-cyclopropyl-benzene (5.92 g) in THF (14 mL) and toluene (50 mL) chilled to −70° C. The resultant solution is stirred at −70° C. for 30 min before triisopropyl borate (8.5 mL) is added. The solution is warmed to −20° C. and then treated with 4 M aqueous hydrochloric acid (15.5 mL). The reaction mixture is further warmed to room temperature and then the organic phase is separated. The aqueous phase is extracted with ethyl aceta... Run at temperature -70 celsius. Reaction SMILES: Br[C:2]1[CH:7]=[CH:6][C:5]([CH:8]2[CH2:10][CH2:9]2)=[CH:4][CH:3]=1.[B:11](OC(C)C)([O:16]C(C)C)[O:12]C(C)C.Cl>CCCCCC.C1COCC1.C1(C)C=CC=CC=1>[CH:8]1([C:5]2[CH:6]=[CH:7][C:2]([B:11]([OH:16])[OH:12])=[CH:3][CH:4]=2)[CH2:10][CH2:9]1. Starting materials: OC1=C(C(C(=O)O)=CC=C1)N (3-Hydroxyanthranilic acid), N1=CC=CC=C1 (pyridine), C(C1=CN=CC=C1)(=O)Cl (nicotinoyl chloride). Run in C1(=CC=CC=C1)C (toluene). Run at time 30 minute. The product is OC=1C(=C(C(=O)O)C=CC1)NC(C1=CN=CC=C1)=O (3-hydroxy-2-(nicotinamido)benzoic acid). Yield: 81.3%. Reaction SMILES: [OH:1][C:2]1[CH:10]=[CH:9][CH:8]=[C:4]([C:5]([OH:7])=[O:6])[C:3]=1[NH2:11].N1C=CC=CC=1.[C:18](Cl)(=[O:25])[C:19]1[CH:24]=[CH:23][CH:22]=[N:21][CH:20]=1>C1(C)C=CC=CC=1>[OH:1][C:2]1[C:3]([NH:11][C:18](=[O:25])[C:19]2[CH:24]=[CH:23][CH:22]=[N:21][CH:20]=2)=[C:4]([CH:8]=[CH:9][CH:10]=1)[C:5]([OH:7])=[O:6]. Procedure details: Thionyl chloride (10 mL) was added to nicotinic acid (370 mg, 3 mmol) and the mixture was stirred at reflux for 6 hr. Thionyl chloride was evaporated under reduced pressure and the residues was dried in vacuum to obtain nicotinoyl chloride. 3-Hydroxyanthranilic acid (153 mg, 1.0 mmol) and pyridine (240 mg, 3.0 mmol) were added to toluene (10 mL) and the mixture was stirred at room temperature for 30 min. Then nicotinoyl chloride (420 mg, 3.0 mmol) was added. The mixture was stirred at room tempe... The reactants are C1(=CC=CC=C1)C1(CNCC1)O (3-phenylpyrrolidin-3-ol), CN(C)C(=[N+](C)C)ON1C2=C(C=CC=C2)N=N1.[B-](F)(F)(F)F (TBTU), C(C)N(C(C)C)C(C)C (N-ethyl-N-isopropylpropan-2-amine), CC1=CC=C(C=C1)C1=NOC=C1C(=O)O (3-(4-methylphenyl)isoxazole-4-carboxylic acid). Run in CN(C)C=O (DMF). Reaction conditions: time 2 hour. The product is CC1=CC=C(C=C1)C1=NOC=C1C(=O)N1CC(CC1)(O)C1=CC=CC=C1 (1-{[3-(4-methylphenyl)isoxazol-4-yl]carbonyl}-3-phenylpyrrolidin-3-ol). Yield: 58.9%. RXN SMILES: [C:1]1([C:7]2([OH:12])[CH2:11][CH2:10][NH:9][CH2:8]2)[CH:6]=[CH:5][CH:4]=[CH:3][CH:2]=1.CN(C(ON1N=NC2C=CC=CC1=2)=[N+](C)C)C.[B-](F)(F)(F)F.C(N(C(C)C)C(C)C)C.[CH3:44][C:45]1[CH:50]=[CH:49][C:48]([C:51]2[C:55]([C:56](O)=[O:57])=[CH:54][O:53][N:52]=2)=[CH:47][CH:46]=1>CN(C=O)C>[CH3:44][C:45]1[CH:46]=[CH:47][C:48]([C:51]2[C:55]([C:56]([N:9]3[CH2:10][CH2:11][C:7]([C:1]4[CH:2]=[CH:3][CH:4]=[CH:5][CH:6]=4)([OH:12])[CH2:8]3)=[O:57])=[CH:54][O:53][N:52]=2)=[CH:49][CH:50]=1 |f:1.2|. Reported procedure: A solution of 3-phenylpyrrolidin-3-ol (8 mg, 0.039 mmol), TBTU (15 mg, 0.047 mmol, 1.2 equ.) and N-ethyl-N-isopropylpropan-2-amine (14 μL, 0,079 mmol, 2 equ.) in DMF (0.3 mL) was added to 3-(4-methylphenyl)isoxazole-4-carboxylic acid (8 mg, 0.039 mmol) and the reaction mixture was stirred at rt for 2 h. The solvent was evaporated and the crude product was purified by RP-HPLC. After evaporation of the solvents the product was dried in vacuum to yield the title compound (8 mg). MS (ESI, pos. ion) ... Solvent: C1CCOC1 (THF). Product: COC(CC1=CC=C(C=C1)NCCCCCCCC)OC (1-(2,2-dimethoxyethyl)-4-(octylamino)benzene). As a reaction SMILES: [CH3:1][O:2][CH:3]([O:21][CH3:22])[CH2:4][C:5]1[CH:10]=[CH:9][C:8]([NH:11][C:12](=O)[CH2:13][CH2:14][CH2:15][CH2:16][CH2:17][CH2:18][CH3:19])=[CH:7][CH:6]=1.[H-].[Al+3].[Li+].[H-].[H-].[H-]>C1COCC1>[CH3:1][O:2][CH:3]([O:21][CH3:22])[CH2:4][C:5]1[CH:10]=[CH:9][C:8]([NH:11][CH2:12][CH2:13][CH2:14][CH2:15][CH2:16][CH2:17][CH2:18][CH3:19])=[CH:7][CH:6]=1 |f:1.2.3.4.5.6|. Reactants: COC(CC1=CC=C(C=C1)NC(CCCCCCC)=O)OC (N-(4-(2,2-dimethoxyethyl)phenyl)octanamide), [H-].[Al+3].[Li+].[H-].[H-].[H-] (lithium aluminum hydride). Procedure details: N-(4-(2,2-dimethoxyethyl)phenyl)octanamide (1.11 g, prepared as in example 21) is reduced with lithium aluminum hydride (1.4 equivalents) in refluxing THF (15 ml) to provide 1-(2,2-dimethoxyethyl)-4-(octylamino)benzene as a pale yellow oil after the usual work-up. This material (0.96 g) is dissolved in dichloromethane (10 ml) and treated with acetic anhydride (0.32 ml), triethylamine (0.5 ml) and DMAP (50 mg). The mixture is stirred at room temperature for 4 hr, then washed in turn with 10% aque... The reactants are COC(CCNC(=O)C=1C(=C2C=C(C(N(C2=C(N1)C=1N=CSC1)CC1=CC=CC=C1)=O)C1=CC=CC=C1)O)=O (3-[(1-benzyl-5-hydroxy-2-oxo-3-phenyl-8-thiazol-4-yl-1,2-dihydro-[1,7]naphthyridine-6-carbonyl)-amino]-propionic acid methyl ester), [OH-].[Na+] (NaOH), CO (MeOH), C1CCOC1 (THF). Solvent: C(=O)(O)[O-].[Na+] (NaHCO3). Run at time 16 hour. The product is C(C1=CC=CC=C1)N1C(C(=CC2=C(C(=NC(=C12)C=1N=CSC1)C(=O)NCCC(=O)O)O)C1=CC=CC=C1)=O (3-[(1-Benzyl-5-hydroxy-2-oxo-3-phenyl-8-thiazol-4-yl-1,2-dihydro-[1,7]naphthyridine-6-carbonyl)-amino]-propionic acid). The yield is 56.1%. As a reaction SMILES: C[O:2][C:3](=[O:39])[CH2:4][CH2:5][NH:6][C:7]([C:9]1[C:10]([OH:38])=[C:11]2[C:16](=[C:17]([C:19]3[N:20]=[CH:21][S:22][CH:23]=3)[N:18]=1)[N:15]([CH2:24][C:25]1[CH:30]=[CH:29][CH:28]=[CH:27][CH:26]=1)[C:14](=[O:31])[C:13]([C:32]1[CH:37]=[CH:36][CH:35]=[CH:34][CH:33]=1)=[CH:12]2)=[O:8].[OH-].[Na+].CO.C1COCC1>C([O-])(O)=O.[Na+]>[CH2:24]([N:15]1[C:16]2[C:11](=[C:10]([OH:38])[C:9]([C:7]([NH:6][CH2:5][CH2:4][C:3]([OH:39])=[O:2])=[O:8])=[N:18][C:17]=2[C:19]2[N:20]=[CH:21][S:22][CH:23]=2)[CH:12]=[C:13]([C:32]2[CH:37]=[CH:36][CH:35]=[CH:34][CH:33]=2)[C:14]1=[O:31])[C:25]1[CH:30]=[CH:29][CH:28]=[CH:27][CH:26]=1 |f:1.2,5.6|. Procedure: A mixture of 3-[(1-benzyl-5-hydroxy-2-oxo-3-phenyl-8-thiazol-4-yl-1,2-dihydro-[1,7]naphthyridine-6-carbonyl)-amino]-propionic acid methyl ester (24 mg, 0.044 mmol), 2 M NaOH (3 mL), MeOH (3 mL) and THF (3 mL) was stirred at r.t. for 16 h, then concentrated to approximately one-third of its original volume. 1 M HCl was added until pH was about 3-4, and the resulting suspension was extracted with EtOAc. The organic layer was dried over MgSO4 and concentrated. The crude product was purified by sili...